This data is from the Open Reaction Database (ORD), a public repository of structured organic reaction records. The task is: describe an organic reaction: reactants, conditions, products, and yield The reactants are [OH-].[K+] (potassium hydroxide), Cl.NO (hydroxylamine hydrochloride), C([O-])([O-])=O.[K+].[K+] (potassium carbonate), BrCCBr (1,2-dibromoethane), CON=C(C(C)=NOCC1=C(C=CC=C1)C=NOCC(=O)OC)C=C(C)C (5-methylhex-4-ene-2,3-dione 2-(O-(2-(methoxycarbonylmethoxyiminomethyl)benzyl)oxime) 3-(O-methyloxime)). Solvent: CO (methanol), CO (methanol). Run at time 5 minute. Product: CON=C(C(C)=NOCC1=C(C=CC=C1)C=NOCC1=NOCCO1)C=C(C)C (5-methyl-hex-4-ene-2,3-dione 2-(O-(2-((5,6-dihydro-[1,4,2]-dioxazin-3-yl)methoxyiminomethyl)benzyl)oxime)3-(O-methyloxime)). As a reaction SMILES: [OH-].[K+].Cl.[NH2:4]O.[CH3:6][O:7][N:8]=[C:9]([CH:29]=[C:30]([CH3:32])[CH3:31])[C:10](=[N:12][O:13][CH2:14][C:15]1[CH:20]=[CH:19][CH:18]=[CH:17][C:16]=1[CH:21]=[N:22][O:23][CH2:24][C:25]([O:27][CH3:28])=O)[CH3:11].[C:33](=[O:36])([O-])[O-].[K+].[K+].BrCCBr>CO>[CH3:6][O:7][N:8]=[C:9]([CH:29]=[C:30]([CH3:32])[CH3:31])[C:10](=[N:12][O:13][CH2:14][C:15]1[CH:20]=[CH:19][CH:18]=[CH:17][C:16]=1[CH:21]=[N:22][O:23][CH2:24][C:25]1[O:27][CH2:28][CH2:33][O:36][N:4]=1)[CH3:11] |f:0.1,2.3,5.6.7|. Procedure details: A solution of 3.3 g (59 mmol) of potassium hydroxide in 20 ml of methanol was added to a solution of 1.75 g (25 mmol) of hydroxylamine hydrochloride in 20 ml of methanol. The mixture was stirred at room temperature for 5 minutes, 4.5 g (12 mmol) of 5-methylhex-4-ene-2,3-dione 2-(O-(2-(methoxycarbonylmethoxyiminomethyl)benzyl)oxime) 3-(O-methyloxime) were then added and the mixture was stirred at 40° C. for 1 h. 1.8 g (13 mmol) of potassium carbonate and 5.1 ml (59 mmol) of 1,2-dibromoethane were...